From a dataset of the Open Reaction Database (ORD), a public repository of structured organic reaction records. describe an organic reaction: reactants, conditions, products, and yield The reactants are COC=1C=CC2=C(SC=C2C(=O)O)C1 (6-Methoxy-benzo[b]thiophene-3-carboxylic acid), C=1C=CC2=C(C1)N=NN2O (HOBT), C(CCl)Cl (EDC), CCN(C(C)C)C(C)C (DIEA), Cl.CNOC (N,O-dimethyl-hydroxylamine hydrochloride). Run in C(Cl)(Cl)Cl (CHCl3), C(Cl)Cl (CH2Cl2). Run at time 3 hour. Yields the product CON(C(=O)C=1C2=C(SC1)C=C(C=C2)OC)C (6-methoxy-benzo[b]thiophene-3-carboxylic acid methoxy-methyl amide). Yield: 66.0%. RXN SMILES: [CH3:1][O:2][C:3]1[CH:4]=[CH:5][C:6]2[C:10]([C:11]([OH:13])=O)=[CH:9][S:8][C:7]=2[CH:14]=1.Cl.[CH3:16][NH:17][O:18][CH3:19].C1C=CC2N(O)N=NC=2C=1.C(Cl)CCl.CCN(C(C)C)C(C)C>C(Cl)Cl.C(Cl)(Cl)Cl>[CH3:19][O:18][N:17]([CH3:16])[C:11]([C:10]1[C:6]2[CH:5]=[CH:4][C:3]([O:2][CH3:1])=[CH:14][C:7]=2[S:8][CH:9]=1)=[O:13] |f:1.2|. Procedure: 6-Methoxy-benzo[b]thiophene-3-carboxylic acid (See Titus, R. L.; Titus, C. F. J. Heterocycl. Chem., 1973, 10, 679-681, incorporated herein by references), (1.2 g, 5.77 mmol) was stirred in dry CH2Cl2 (50 mL) with N,O-dimethyl-hydroxylamine hydrochloride (620 mg, 6.35 mmol). HOBT (1.54 g, 8.08 mmol), EDC (1.54 g, 8.08 mmol), and DIEA (2.16 mL, 12.11 mmol) were added, and the reaction stirred 3 h at r.t. The reaction was diluted with CHCl3 (50 mL) and washed with H2O, 1 N HCI, H2O, saturated NaHCO... Reactants: Cl.O(C1=CC=CC=C1)N (phenoxyamine hydrochloride), ClCC(=O)Cl (chloroacetyl chloride), CCO (EtOH), ( ε15,400 ). Solvent: CS(=O)C (DMSO). Product: ClCC(=O)NOC1=CC=CC=C1 (Phenyl chloroacetohydroxamate). Yield: 67.0%. As a reaction SMILES: Cl.[O:2]([NH2:9])[C:3]1[CH:8]=[CH:7][CH:6]=[CH:5][CH:4]=1.[Cl:10][CH2:11][C:12](Cl)=[O:13].CCO>CS(C)=O>[Cl:10][CH2:11][C:12]([NH:9][O:2][C:3]1[CH:8]=[CH:7][CH:6]=[CH:5][CH:4]=1)=[O:13] |f:0.1|. Reported procedure: This compound was prepared from phenoxyamine hydrochloride and chloroacetyl chloride by the method described in Preparation 1, m.p. 126°-128° (decomp.), λmax (EtOH) 266.5 nm (ε15,400), νmax (Nujol) 3340, 3260, 3140 (--NH--), 1720, 1710, 1690 cm-1 (--CONH--), τ(DMSO d6) 5.79 (ClCH2CO--), -2.2 (--NH--), 2.3-3.2 (phenyl). Yield 67% Reactants: ClC=1C=C(N)C=C(C1)I (3-chloro-5-iodoaniline), ClC1=CC(=C2C(C=C(NC2=C1)C(=O)OCC)=O)I (ethyl 7-chloro-5-iodo-4-oxo-1,4-dihydroquinoline-2-carboxylate), C(C)OC(=O)C#CC(=O)OCC (diethylacetylene dicarboxylate). The product is ClC1=C2C(C=C(NC2=CC(=C1)I)C(=O)OCC)=O (ethyl 5-chloro-7-iodo-4-oxo-1,4-dihydroquinoline-2-carboxylate). RXN SMILES: [Cl:1][C:2]1[CH:3]=[C:4]([CH:6]=[C:7]([I:9])[CH:8]=1)[NH2:5].[CH2:10]([O:12][C:13]([C:15]#[C:16][C:17](OCC)=[O:18])=[O:14])[CH3:11].ClC1C=C2C(C(=O)C=C(C(OCC)=O)N2)=C(I)C=1>>[Cl:1][C:2]1[CH:8]=[C:7]([I:9])[CH:6]=[C:4]2[C:3]=1[C:17](=[O:18])[CH:16]=[C:15]([C:13]([O:12][CH2:10][CH3:11])=[O:14])[NH:5]2. Procedure: Treatment of 3-chloro-5-iodoaniline (1.4 g) with diethylacetylene dicarboxylate (0.93 ml), as described in Example 1b, gave a mixture (1.83 g) of ethyl 5-chloro-7-iodo-4-oxo-1,4-dihydroquinoline-2-carboxylate [δ (360 MHz, DMSO-d6) 1.37 (3H, t, CH2CH3), 4.40 (2H, q, CH2CH3), 6.59 (1H, s, 3-H), 7.61 (1H, s, 6-H), 8.32 (1H, s, 8-H) and 11.90 (1H, bs, NH)] and ethyl 7-chloro-5-iodo-4-oxo-1,4-dihydroquinoline-2-carboxylate [δ (360 MHz, DMSO-d6) 1.37 (3H, t, CH2CH3), 4.40 (2H, q, CH2CH3), 6.63 (1H, s,... As a reaction SMILES: [C:42]([n:43]1[cH:44][cH:45][n:46][cH:47]1)([n:48]1[cH:49][cH:50][n:51][cH:52]1)=[O:53].[C:8]([CH3:9])([CH3:10])([CH3:11])[NH:12][C:13](=[O:14])[c:15]1[cH:16][cH:17][c:18](-[c:21]2[cH:22][c:23]([CH:27]3[NH:28][c:29]4[cH:30][cH:31][c:32]([C:39](=[O:40])[OH:41])[cH:33][c:34]4[CH2:35][C:36]3([CH3:37])[CH3:38])[cH:24][cH:25][cH:26]2)[cH:19][cH:20]1.[CH3:3][S:4](=[O:5])(=[O:6])[NH2:7].[CH3:54][N:55]([CH3:56])[CH:57]=[O:58].[H-:1].[Na+:2]>>[CH3:3][S:4](=[O:5])(=[O:6])[NH:7][C:39]([c:32]1[cH:31][cH:30][c:29]2[c:34]([cH:33]1)[CH2:35][C:36]([CH3:37])([CH3:38])[CH:27]([c:23]1[cH:22][c:21](-[c:18]3[cH:17][cH:16][c:15]([C:13]([NH:12][C:8]([CH3:9])([CH3:10])[CH3:11])=[O:14])[cH:20][cH:19]3)[cH:26][cH:25][cH:24]1)[NH:28]2)=[O:40]. Product: CC(C)(C)NC(=O)c1ccc(-c2cccc(C3Nc4ccc(C(=O)NS(C)(=O)=O)cc4CC3(C)C)c2)cc1. Starting materials: O=C(n1ccnc1)n1ccnc1, CC(C)(C)NC(=O)c1ccc(-c2cccc(C3Nc4ccc(C(=O)O)cc4CC3(C)C)c2)cc1, CS(N)(=O)=O, CN(C)C=O, [H-], [Na+].